From a dataset of the Open Reaction Database (ORD), a public repository of structured organic reaction records. describe an organic reaction: reactants, conditions, products, and yield Run in C(Cl)(Cl)Cl (chloroform), C(Cl)(Cl)Cl (chloroform). Reported procedure: 1,9-Dimethylphenothiazine (4.2026 g, 18.49 mmol) was dissolved in 130 mL of chloroform and crushed iodine (14.1 g, 55.55 mmol, 3 eq.) dissolved in 520 mL of chloroform was added over 2 hurs. Once newly formed precipitate was filtered off or the solvent removed under vacuum, the resulting iodide salt was stirred with ether or hexane (sometimes overnight) to remove excess iodine then refiltered. After pumping down under vacuum, a brown precipitate was obtained as product (12.6 g). Reactants: CC1=CC=CC=2SC3=CC=CC(=C3NC12)C (1,9-Dimethylphenothiazine), II (iodine). Yields the product [I-].CC1=CC=CC2=[S+]C3=CC=CC(=C3N=C12)C (1,9-Dimethylphenothiazin-5-ium iodide). Reaction SMILES: [CH3:1][C:2]1[C:15]2[NH:14][C:13]3[C:8](=[CH:9][CH:10]=[CH:11][C:12]=3[CH3:16])[S:7][C:6]=2[CH:5]=[CH:4][CH:3]=1.[I:17]I>C(Cl)(Cl)Cl>[I-:17].[CH3:16][C:12]1[C:13]2[C:8](=[S+:7][C:6]3[C:15]([N:14]=2)=[C:2]([CH3:1])[CH:3]=[CH:4][CH:5]=3)[CH:9]=[CH:10][CH:11]=1 |f:3.4|. Reaction conditions: time 8 hour. The reactants are Brc1cnc2cc[nH]c2c1, Cn1cc(B2OC(C)(C)C(C)(C)O2)cn1, [K+], [K+], N#N, O=C([O-])[O-], O. Product: Cn1cc(-c2cnc3cc[nH]c3c2)cn1. As a reaction SMILES: [Br:3][c:4]1[cH:5][c:6]2[c:7]([n:8][cH:9]1)[cH:10][cH:11][nH:12]2.[CH3:13][n:14]1[n:15][cH:16][c:17]([B:19]2[O:20][C:21]([CH3:22])([CH3:23])[C:24]([CH3:25])([CH3:26])[O:27]2)[cH:18]1.[K+:28].[K+:29].[N:1]#[N:2].[O-:30][C:31]([O-:32])=[O:33].[OH2:34]>>[c:4]1(-[c:17]2[cH:16][n:15][n:14]([CH3:13])[cH:18]2)[cH:5][c:6]2[c:7]([n:8][cH:9]1)[cH:10][cH:11][nH:12]2. Reactants: C1CCOC1, CCOC(C)=O, [Cl-], [Cl-], [Cl-], Fc1ccc(F)c([Mg+])c1, [Mg+2], CC(C)(C)OC(=O)N1CCCC1=O. The product is CC(C)(C)OC(=O)N1CCCC1(O)c1cc(F)ccc1F. Reaction SMILES: [CH2:27]1[O:28][CH2:29][CH2:30][CH2:31]1.[CH3:32][CH2:33][O:34][C:35](=[O:36])[CH3:37].[Cl-:1].[Cl-:24].[Cl-:26].[F:2][c:3]1[c:4]([Mg+:10])[cH:5][c:6]([F:9])[cH:7][cH:8]1.[Mg+2:25].[O:11]=[C:12]1[N:13]([C:17](=[O:18])[O:19][C:20]([CH3:21])([CH3:22])[CH3:23])[CH2:14][CH2:15][CH2:16]1>>[F:2][c:3]1[c:4]([C:12]2([OH:11])[N:13]([C:17](=[O:18])[O:19][C:20]([CH3:21])([CH3:22])[CH3:23])[CH2:14][CH2:15][CH2:16]2)[cH:5][c:6]([F:9])[cH:7][cH:8]1. Reactants: S(O)(O)(=O)=O (sulfuric acid), ClC1=C(C(=CC=C1)F)C1(CC1)C#N (1-(2-chloro-6-fluorophenyl)cyclopropane carbonitrile). Solvent: ice water. Conditions: time 2 day. The product is ClC1=C(C(=CC=C1)F)C1(CC1)C(=O)N (1-(2-chloro-6-fluorophenyl)cyclopropanecarboxamide). RXN SMILES: S(=O)(=O)(O)[OH:2].[Cl:6][C:7]1[CH:12]=[CH:11][CH:10]=[C:9]([F:13])[C:8]=1[C:14]1([C:17]#[N:18])[CH2:16][CH2:15]1>>[Cl:6][C:7]1[CH:12]=[CH:11][CH:10]=[C:9]([F:13])[C:8]=1[C:14]1([C:17]([NH2:18])=[O:2])[CH2:15][CH2:16]1. Procedure details: A reaction vessel containing 25 ml of concentrated sulfuric acid was cooled in ice bath. Then, 1-(2-chloro-6-fluorophenyl)cyclopropane carbonitrile (8.9 g, 0.046 mole) was slowly added to the reaction vessel. The reaction mixture was allowed to 15 warm to room temperature and stirred for 21/2 days. The mixture was poured into 100 ml of ice water mixture and then extracted with methylene chloride. The organic layer was washed with water (2×100 ml), brine (100 ml) and dried over magnesium sulfate.... RXN SMILES: [Br:1][c:2]1[cH:3][c:4]([O:15][CH3:16])[c:5]([CH2:8][CH2:9][CH2:10][C:11]([CH3:12])([OH:13])[CH3:14])[cH:6][cH:7]1.[OH2:22].[S:17](=[O:18])(=[O:19])([OH:20])[OH:21]>>[Br:1][c:2]1[cH:3][c:4]([O:15][CH3:16])[c:5]2[c:6]([cH:7]1)[C:11]([CH3:12])([CH3:14])[CH2:10][CH2:9][CH2:8]2. The product is COc1cc(Br)cc2c1CCCC2(C)C. Starting materials: COc1cc(Br)ccc1CCCC(C)(C)O, O, O=S(=O)(O)O. Reactants: ClC1=C(C=O)C=C(C=C1)Cl (2,5-dichlorbenzaldehyde), C(CC#N)#N (malononitrile), [OH-].[K+].O (KOH H2O). Run in C(C)O (ethanol). Run at time 2 hour. The product is ClC1=C(C=C(C#N)C#N)C=C(C=C1)Cl (2-(2,5-Dichloro-benzylidene)-malononitrile). Isolated yield 94.8%. As a reaction SMILES: [Cl:1][C:2]1[CH:9]=[CH:8][C:7]([Cl:10])=[CH:6][C:3]=1[CH:4]=O.[C:11](#[N:15])[CH2:12][C:13]#[N:14].[OH-].[K+].O>C(O)C>[Cl:1][C:2]1[CH:9]=[CH:8][C:7]([Cl:10])=[CH:6][C:3]=1[CH:4]=[C:12]([C:11]#[N:15])[C:13]#[N:14] |f:2.3.4|. Reported procedure: To a solution of 2,5-dichlorbenzaldehyde (4.0 g, 0.0228 mole) in ethanol (6 ml) was added malononitrile (1.52 g, 0.0228 mole), followed by 100 μl, of 10% KOH/H2O. The mixture was stirred at room temperature for 2 hrs and then filtered to give 2-(2,5-Dichloro-benzylidene)-malononitrile (8a, 4.82 g) in 95% yield. 1H-NMR (400 MHz, d6-DMSO): δ ppm 8.66 (s, 1H), 8.07 (d, J=2.0 Hz, 1H), 7.74 (s, 1H), 7.74 (s, 1H). MS [m+H] calc'd for C10H4Cl2N2, 223.0, 224.8; found 223.0, 224.8. Reactants: C(C)(C)(C)C1=CN=C(S1)NC(C1=C(C=CC(=C1)Cl)OC)=O (N-(5-tert-butylthiazol-2-yl)-5-chloro-2-methoxybenzamide), CC(C)([O-])C.[K+] (potassium tert-butoxide), ClCC1(COC1)C (3-(chloromethyl)-3-methyloxetane). The reagents and catalysts are [I-].C(CCC)[N+](CCCC)(CCCC)CCCC (tetrabutylammonium iodide). The solvent is CN(C=O)C.O1CCCC1 (N,N-dimethylformamide tetrahydrofuran), C(C)(=O)OCC (ethyl acetate). Run at temperature 80 celsius, time 16 hour. Product: C(C)(C)(C)C1=CN(/C(/S1)=N/C(C1=C(C=CC(=C1)Cl)OC)=O)CC1(COC1)C (N-[(2Z)-5-tert-butyl-3-[(3-methyloxetan-3-yl)methyl]-1,3-thiazol-2(3H)-ylidene]-5-chloro-2-methoxybenzamide). As a reaction SMILES: [C:1]([C:5]1[S:9][C:8]([NH:10][C:11](=[O:21])[C:12]2[CH:17]=[C:16]([Cl:18])[CH:15]=[CH:14][C:13]=2[O:19][CH3:20])=[N:7][CH:6]=1)([CH3:4])([CH3:3])[CH3:2].CC(C)([O-])C.[K+].Cl[CH2:29][C:30]1([CH3:34])[CH2:33][O:32][CH2:31]1>CN(C)C=O.O1CCCC1.[I-].C([N+](CCCC)(CCCC)CCCC)CCC.C(OCC)(=O)C>[C:1]([C:5]1[S:9]/[C:8](=[N:10]\[C:11](=[O:21])[C:12]2[CH:17]=[C:16]([Cl:18])[CH:15]=[CH:14][C:13]=2[O:19][CH3:20])/[N:7]([CH2:29][C:30]2([CH3:34])[CH2:33][O:32][CH2:31]2)[CH:6]=1)([CH3:4])([CH3:2])[CH3:3] |f:1.2,4.5,6.7|. Procedure details: To a solution of Example 244A (0.75 g, 2.31 mmol) in N,N-dimethylformamide/tetrahydrofuran (1:4, 20 mL) were added potassium tert-butoxide (0.39 g, 3.46 mmol), tetrabutylammonium iodide (0.09 mg, 0.23 mmol) and commercially available 3-(chloromethyl)-3-methyloxetane (TCI, 0.28 g, 2.31 mmol). The reaction mixture was stirred at 80° C. for 16 hours, cooled, diluted with ethyl acetate (20 mL) and quenched with saturated aqueous NaHCO3 (20 mL). The aqueous layer was extracted with ethyl acetate (2×2...